Dataset: the Open Reaction Database (ORD), a public repository of structured organic reaction records. Task: describe an organic reaction: reactants, conditions, products, and yield The reactants are O=Cc1cccc(Br)c1, [Li]CCCC, Cc1csc2ccccc12, CCCCCC, C1CCOC1, O. Product: Cc1c(C(O)c2cccc(Br)c2)sc2ccccc12. Reaction SMILES: [Br:22][c:23]1[cH:24][c:25]([CH:26]=[O:27])[cH:28][cH:29][cH:30]1.[CH2:7]([Li:8])[CH2:9][CH2:10][CH3:11].[CH3:12][c:13]1[cH:14][s:15][c:16]2[c:17]1[cH:18][cH:19][cH:20][cH:21]2.[CH3:1][CH2:2][CH2:3][CH2:4][CH2:5][CH3:6].[O:31]1[CH2:32][CH2:33][CH2:34][CH2:35]1.[OH2:36]>>[CH3:12][c:13]1[c:14]([CH:26]([c:25]2[cH:24][c:23]([Br:22])[cH:30][cH:29][cH:28]2)[OH:27])[s:15][c:16]2[c:17]1[cH:18][cH:19][cH:20][cH:21]2. Starting materials: COC(C(CC1=CC(=CC=C1)CNCC1=CC=C(C=C1)N1N=CC=C1)C)=O (2-methyl-3-{3-[(4-pyrazol-1-yl-benzylamino)-methyl]-phenyl}-propionic acid methyl ester), C1(=CC=CC=C1)S(=O)(=O)Cl (benzenesulfonyl chloride). The solvent is C(C)N(CC)CC (triethylamine). The product is COC(C(CC1=CC(=CC=C1)CN(CC1=CC=C(C=C1)N1N=CC=C1)S(=O)(=O)C1=CC=CC=C1)C)=O (3-(3-{[Benzenesulfonyl-(4-pyrazol-1-yl-benzyl)-amino]-methyl}-phenyl)-2-methyl-propionic acid methyl ester). Reaction SMILES: [CH3:1][O:2][C:3](=[O:27])[CH:4]([CH3:26])[CH2:5][C:6]1[CH:11]=[CH:10][CH:9]=[C:8]([CH2:12][NH:13][CH2:14][C:15]2[CH:20]=[CH:19][C:18]([N:21]3[CH:25]=[CH:24][CH:23]=[N:22]3)=[CH:17][CH:16]=2)[CH:7]=1.[C:28]1([S:34](Cl)(=[O:36])=[O:35])[CH:33]=[CH:32][CH:31]=[CH:30][CH:29]=1>C(N(CC)CC)C>[CH3:1][O:2][C:3](=[O:27])[CH:4]([CH3:26])[CH2:5][C:6]1[CH:11]=[CH:10][CH:9]=[C:8]([CH2:12][N:13]([S:34]([C:28]2[CH:33]=[CH:32][CH:31]=[CH:30][CH:29]=2)(=[O:36])=[O:35])[CH2:14][C:15]2[CH:20]=[CH:19][C:18]([N:21]3[CH:25]=[CH:24][CH:23]=[N:22]3)=[CH:17][CH:16]=2)[CH:7]=1. Procedure: The title compound of Step E was prepared from 2-methyl-3-{3-[(4-pyrazol-1-yl-benzylamino)-methyl]-phenyl}-propionic acid methyl ester of Step δ and benzenesulfonyl chloride, following the method described in Example 1, Step B using triethylamine in place of N,N-diisopropylethylamine and with a reaction time of 4 h. 1H NMR (400 MHz, CDCl3) δ 7.87 (m, 3H), 7.69 (m, 1H), 7.61 (m, 1H), 7.54 (m, 4H), 7.10 (m, 3H), 6.98 (d, 1H), 6.85 (d, 1H), 6.75 (s, 1H), 6.44 (m, 1H), 4.31 (s, 2H), 4.29 (s, 2H), 3....